This data is from the Open Reaction Database (ORD), a public repository of structured organic reaction records. The task is: describe an organic reaction: reactants, conditions, products, and yield The reactants are CN (methylamine), solution, O1CCCC1 (tetrahydrofuran), BrC1=CC=C(O1)C1(NC=2C(=NC=CC2)N1)CC(=O)O (2-(5-bromo-2-furanyl)-3H-imidazo[4,5-b]pyridine acetic acid), C(=O)(N1C=NC=C1)N1C=NC=C1 (1,1'-carbonyldiimidazole). Conditions: time 2 hour. The product is BrC1=CC=C(O1)C1=NC=2C(=NC=CC2)N1CC(=O)NC (2-(5-Bromo-2-furanyl)-N-methyl-3H-imidazo[4,5-b]pyridine-3-acetamide). Isolated yield 57.0%. RXN SMILES: [Br:1][C:2]1[O:6][C:5]([C:7]2(CC(O)=O)[NH:15][C:10]3=[N:11][CH:12]=[CH:13][CH:14]=[C:9]3[NH:8]2)=[CH:4][CH:3]=1.[C:20](N1C=CN=C1)([N:22]1[CH:26]=[CH:25]N=C1)=O.CN.[O:34]1CCCC1>>[Br:1][C:2]1[O:6][C:5]([C:7]2[N:15]([CH2:25][C:26]([NH:22][CH3:20])=[O:34])[C:10]3=[N:11][CH:12]=[CH:13][CH:14]=[C:9]3[N:8]=2)=[CH:4][CH:3]=1. Reported procedure: A suspension of 2-(5-bromo-2-furanyl)-3H-imidazo[4,5-b]pyridine acetic acid (5.0 g, 0.0155 mole) and 1,1'-carbonyldiimidazole (2.52 g, 0.0155 mole) in dry tetahydrofuran (100 ml) was stirred at room temperature for two hours with a stream of nitrogen bubbling through it. A solution of methylamine in tetrahydrofuran (31 ml of a 3.03M solution, 0.093 mole) was added, and the suspension was stirred at room temperature overnight under a nitrogen atmosphere. The reaction mixture was evaporated under ... The reactants are BrC=1C=CC(=C(C1)C1=NC2=CC=C(C=C2C=C1)C1=NC2=C(N1C1CCCCC1)C=CC(=C2)C(=O)O)O (2-[2-(5-Bromo-2-hydroxy-phenyl)-quinolin-6-yl]-1-cyclohexyl-1H-benzoimidazole-5-carboxylic acid), [OH-].[K+] (KOH), Compound 354e, ClC1=C(C=CC(=C1)OC1=CC=C(C=C1)Cl)C(C)=O (1-[2-chloro-4-(4-chloro-phenoxy)-phenyl]-ethanone). Solvent: C(C)O (ethanol), C(C)O (ethanol). Yields the product ClC1=C(C=CC(=C1)OC1=CC=C(C=C1)Cl)C1=NC2=CC=C(C=C2C=C1)C1=NC2=C(N1C1CCCCC1)C=CC(=C2)C(=O)O (2-{2-[2-chloro-4-(4-chloro-phenoxy)-phenyl]-quinolin-6-yl}-1-cyclohexyl-1H-benzoimidazole-5-carboxylic acid). The yield is 49.0%. As a reaction SMILES: BrC1C=CC(O)=C(C2C=[CH:16][C:15]3[C:10](=[CH:11][CH:12]=[C:13]([C:18]4[N:22]([CH:23]5[CH2:28][CH2:27][CH2:26][CH2:25][CH2:24]5)[C:21]5[CH:29]=[CH:30][C:31]([C:33]([OH:35])=[O:34])=[CH:32][C:20]=5[N:19]=4)[CH:14]=3)[N:9]=2)C=1.[Cl:37][C:38]1[CH:43]=[C:42]([O:44][C:45]2[CH:50]=[CH:49][C:48]([Cl:51])=[CH:47][CH:46]=2)[CH:41]=[CH:40][C:39]=1[C:52](=O)[CH3:53].[OH-].[K+]>C(O)C>[Cl:37][C:38]1[CH:43]=[C:42]([O:44][C:45]2[CH:50]=[CH:49][C:48]([Cl:51])=[CH:47][CH:46]=2)[CH:41]=[CH:40][C:39]=1[C:52]1[CH:53]=[CH:16][C:15]2[C:10](=[CH:11][CH:12]=[C:13]([C:18]3[N:22]([CH:23]4[CH2:24][CH2:25][CH2:26][CH2:27][CH2:28]4)[C:21]4[CH:29]=[CH:30][C:31]([C:33]([OH:35])=[O:34])=[CH:32][C:20]=4[N:19]=3)[CH:14]=2)[N:9]=1 |f:2.3|. Procedure: Following the procedure and workup for Compound 354, Compound 354e (100 mg, 0.256 mmol) was reacted with 1-[2-chloro-4-(4-chloro-phenoxy)-phenyl]-ethanone (0.256 mmol) in ethanol (2 mL) using 10% w/v KOH in ethanol (506 μL, 0.64 mmol) to produce the title compound (75 mg, 49% yield). MS: 608.17 (M+H+); HPLC Procedure B, retention time=8.44 min. Reactants: [H]C(C1=CC=C(OC)C=C1)=O, O=C(OCC)C(C(O)=O)C. The reagents and catalysts are CN(C)c1ccncc1, 4Å Molecular Sieve, C1CNCCO1. Solvent: C1COCC1. Conditions: temperature 25 celsius, time 24 hour. The product is COC1=CC=C(/C=C(C)/C(OCC)=O)C=C1. Isolated yield 37.0%. Starting materials: C([O-])([O-])=O.[Cs+].[Cs+] (cesium carbonate), N=1NN=NC1C=1C=C(C=CC1)O (3-(2H-tetrazol-5-yl)-phenol), IC (Iodomethane). Run in O1CCCC1.CN(C=O)C (tetrahydrofuran N,N-dimethylformamide). Run at temperature 70 celsius, time 18 hour. Yields the product CN1N=C(N=N1)C=1C=C(C=CC1)O (3-(2-methyl-2H-tetrazol-5-yl)-phenol). As a reaction SMILES: [C:1](=O)([O-])[O-].[Cs+].[Cs+].[N:7]1[NH:8][N:9]=[N:10][C:11]=1[C:12]1[CH:13]=[C:14]([OH:18])[CH:15]=[CH:16][CH:17]=1.IC>O1CCCC1.CN(C)C=O>[CH3:1][N:9]1[N:8]=[N:7][C:11]([C:12]2[CH:13]=[C:14]([OH:18])[CH:15]=[CH:16][CH:17]=2)=[N:10]1 |f:0.1.2,5.6|. Reported procedure: A suspension of cesium carbonate (0.60 g, 1.83 mmol), 3-(2H-tetrazol-5-yl)-phenol (0.30 g, 1.85 mmol) (from Example 25 supra) in tetrahydrofuran-N,N-dimethylformamide (5:2, 17.5 mL) was heated at 70° C. for 3 hours. Iodomethane (0.29 g, 2.04 mmol) (Aldrich) was added. Heating was continued for 18 hours. The reaction mixture was partitioned between ethyl acetate and water. The aqueous phase was extracted with ethyl acetate (2×). The combined organic phase washed with water and brine, dried (MgSO4... The reactants are ClC=1C=C(C2=C(N1)N(N=C2)C(C)C)C(=O)NCC=2C(NC(=CC2C)C)=O (6-chloro-N-[(4,6-dimethyl-2-oxo-1,2-dihydro-3-pyridinyl)methyl]-1-(1-methylethyl)-1H-pyrazolo[3,4-b]pyridine-4-carboxamide), [O-]S(=O)(=O)[O-].[Na+].[Na+] (Na2SO4), COC=1C=NC=C(C1)B1OC(C(O1)(C)C)(C)C (3-(methyloxy)-5-(4,4,5,5-tetramethyl-1,3,2-dioxaborolan-2-yl)pyridine), C([O-])(O)=O.[Na+] (Sodium bicarbonate). The reagents and catalysts are C1=CC=C(C=C1)P([C-]2C=CC=C2)C3=CC=CC=C3.C1=CC=C(C=C1)P([C-]2C=CC=C2)C3=CC=CC=C3.Cl[Pd]Cl.[Fe+2].C(Cl)Cl (PdCl2(dppf) CH2Cl2). The solvent is COCCOC (DME), O (water). Product: CC1=C(C(NC(=C1)C)=O)CNC(=O)C=1C2=C(N=C(C1)C=1C=NC=C(C1)OC)N(N=C2)C(C)C (N-[(4,6-Dimethyl-2-oxo-1,2-dihydro-3-pyridinyl)methyl]-1-(1-methylethyl)-6-[5-(methyloxy)-3-pyridinyl]-1H-pyrazolo[3,4-b]pyridine-4-carboxamide). Reaction SMILES: Cl[C:2]1[CH:3]=[C:4]([C:14]([NH:16][CH2:17][C:18]2[C:19](=[O:26])[NH:20][C:21]([CH3:25])=[CH:22][C:23]=2[CH3:24])=[O:15])[C:5]2[CH:10]=[N:9][N:8]([CH:11]([CH3:13])[CH3:12])[C:6]=2[N:7]=1.[CH3:27][O:28][C:29]1[CH:30]=[N:31][CH:32]=[C:33](B2OC(C)(C)C(C)(C)O2)[CH:34]=1.C(=O)(O)[O-].[Na+].[O-]S([O-])(=O)=O.[Na+].[Na+]>C1C=CC(P(C2C=CC=CC=2)[C-]2C=CC=C2)=CC=1.C1C=CC(P(C2C=CC=CC=2)[C-]2C=CC=C2)=CC=1.Cl[Pd]Cl.[Fe+2].C(Cl)Cl.O.COCCOC>[CH3:24][C:23]1[CH:22]=[C:21]([CH3:25])[NH:20][C:19](=[O:26])[C:18]=1[CH2:17][NH:16][C:14]([C:4]1[C:5]2[CH:10]=[N:9][N:8]([CH:11]([CH3:13])[CH3:12])[C:6]=2[N:7]=[C:2]([C:33]2[CH:32]=[N:31][CH:30]=[C:29]([O:28][CH3:27])[CH:34]=2)[CH:3]=1)=[O:15] |f:2.3,4.5.6,7.8.9.10.11|. Reported procedure: To a 20 mL microwave vial were sequentially added 6-chloro-N-[(4,6-dimethyl-2-oxo-1,2-dihydro-3-pyridinyl)methyl]-1-(1-methylethyl)-1H-pyrazolo[3,4-b]pyridine-4-carboxamide (100 mg, 0.267 mmol, 3-(methyloxy)-5-(4,4,5,5-tetramethyl-1,3,2-dioxaborolan-2-yl)pyridine (69.2 mg, 0.294 mmol), PdCl2(dppf)-CH2Cl2 adduct (21.84 mg, 0.027 mmol), (DME) (5 mL), and water (2 mL). The reaction mixture was degassed with nitrogen for 5 min. Sodium bicarbonate (67.4 mg, 0.802 mmol) was added and the contents seal...